From a dataset of the Open Reaction Database (ORD), a public repository of structured organic reaction records. describe an organic reaction: reactants, conditions, products, and yield Starting materials: C(\C=C\C1=CC=CC=C1)(=O)NC(C1=C(C=CC=C1)F)=O ((E)-N-Cinnamoyl-2-fluorobenzamide), C(CC#N)#N (malononitrile). Solvent: C1(=CC=CC=C1)C (toluene). Product: C(#N)C([C@H](CC(=O)NC(C1=C(C=CC=C1)F)=O)C1=CC=CC=C1)C#N ((S)-4,4-dicyano-N-(2-fluorobenzoyl)-3-phenyl-butanamide). Reaction SMILES: [C:1]([NH:11][C:12](=[O:20])[C:13]1[CH:18]=[CH:17][CH:16]=[CH:15][C:14]=1[F:19])(=[O:10])/[CH:2]=[CH:3]/[C:4]1[CH:9]=[CH:8][CH:7]=[CH:6][CH:5]=1.[C:21](#[N:25])[CH2:22][C:23]#[N:24]>C1(C)C=CC=CC=1>[C:23]([CH:22]([C:21]#[N:25])[C@@H:3]([C:4]1[CH:5]=[CH:6][CH:7]=[CH:8][CH:9]=1)[CH2:2][C:1]([NH:11][C:12](=[O:20])[C:13]1[CH:18]=[CH:17][CH:16]=[CH:15][C:14]=1[F:19])=[O:10])#[N:24]. Procedure: (E)-N-Cinnamoyl-2-fluorobenzamide (26.9 mg, 0.1 mmol), malononitrile (13.2 mg, 0.2 mmol) and the compound (10 mol %) shown in the following Table 2 as an asymmetric catalyst were stirred in toluene (1.0 mL) at room temperature for 27 hr. The reaction mixture was purified by silica gel column chromatography (n-hexane/ethyl acetate=4/1) to give the title compound as a white solid. The reactants are O.C1(=CC=C(C=C1)S(=O)(=O)O)C (p-toluenesulfonic acid monohydrate), CC1C(C2=CC=CC(=C2C1)Br)=O (2-methyl-4-bromo-1-indanone), C(OCC)([O-])[O-] (ethyl orthoformate), BrC1=C(CBr)C=CC=C1 (2-bromobenzyl bromide), CC(C(=O)OCC)C(=O)OCC (diethyl methylmalonate), C(O)([O-])=O.[Na+] (sodium hydrogen carbonate). Run in C(CO)O (ethylene glycol). Reaction conditions: time 8 hour. Yields the product C1COC2(C(CC3=C(C=CC=C23)Br)C)O1 (2-methyl-4-bromo-1-indanone ethylene ketal). Reaction SMILES: [CH3:1][CH:2]1[CH2:10][C:9]2[C:4](=[CH:5][CH:6]=[CH:7][C:8]=2[Br:11])[C:3]1=[O:12].BrC1C=CC=CC=1CBr.C[CH:23](C(OCC)=O)[C:24](OCC)=[O:25].C([O-])([O-])OCC.O.C1(C)C=CC(S(O)(=O)=O)=CC=1.C(=O)([O-])O.[Na+]>C(O)CO>[CH2:24]1[O:25][C:3]2([C:4]3[C:9](=[C:8]([Br:11])[CH:7]=[CH:6][CH:5]=3)[CH2:10][CH:2]2[CH3:1])[O:12][CH2:23]1 |f:4.5,6.7|. Reported procedure: To a solution of 4.88 g of 2-methyl-4-bromo-1-indanone derived from 2-bromobenzyl bromide and diethyl methylmalonate in 12 ml of ethylene glycol was added 5.4 ml of ethyl orthoformate. After a catalytic amount of p-toluenesulfonic acid monohydrate was added, the mixture was stirred overnight at room temperature. The reaction mixture was poured into saturated aqueous sodium hydrogen carbonate and extracted with ether. After the organic layer was dried over magnesium sulfate, the solvent was remov... Starting materials: CN, C[NH3+], CO, [Cl-], Cl, O, NC1=C(c2cccc(C(F)(F)F)c2)C(=O)C(c2ccccc2)O1. Product: CNC1=C(c2cccc(C(F)(F)F)c2)C(=O)C(c2ccccc2)O1. Reaction SMILES: [CH3:27][NH2:28].[CH3:2][NH3+:3].[CH3:31][OH:32].[Cl-:1].[ClH:29].[OH2:30].[c:4]1([CH:10]2[O:11][C:12]([NH2:26])=[C:13]([c:16]3[cH:17][c:18]([C:22]([F:23])([F:24])[F:25])[cH:19][cH:20][cH:21]3)[C:14]2=[O:15])[cH:5][cH:6][cH:7][cH:8][cH:9]1>>[CH3:2][NH:26][C:12]1=[C:13]([c:16]2[cH:17][c:18]([C:22]([F:23])([F:24])[F:25])[cH:19][cH:20][cH:21]2)[C:14](=[O:15])[CH:10]([c:4]2[cH:5][cH:6][cH:7][cH:8][cH:9]2)[O:11]1. Starting materials: NC1=CC(=NO1)C (5-Amino-3-methylisoxazole), C(C)OC(C(C(=O)C(=O)OCC)=COCC)=O (diethyl(ethoxymethylene)oxalacetate), ice water. Solvent: C(C)(=O)O (acetic acid). Reaction conditions: time 65 hour. Product: CC1=NOC2=NC(=C(C=C21)C(=O)OCC)C(=O)OCC (diethyl 3-methylisoxazolo[5,4-b]pyridine-5,6-dicarboxylate). Yield: 40.8%. Reaction SMILES: [NH2:1][C:2]1[O:6][N:5]=[C:4]([CH3:7])[CH:3]=1.[CH2:8]([O:10][C:11](=[O:24])[C:12](=[CH:20]OCC)[C:13]([C:15]([O:17][CH2:18][CH3:19])=[O:16])=O)[CH3:9]>C(O)(=O)C>[CH3:7][C:4]1[C:3]2[C:2](=[N:1][C:13]([C:15]([O:17][CH2:18][CH3:19])=[O:16])=[C:12]([C:11]([O:10][CH2:8][CH3:9])=[O:24])[CH:20]=2)[O:6][N:5]=1. Reported procedure: 5-Amino-3-methylisoxazole (12.25 g, 0.125 mol) and diethyl(ethoxymethylene)oxalacetate (33.55 g. 0.138 mol) are dissolved in 200 mL glacial acetic acid under an N2 atmosphere. The solution is heated to reflux for two hours, then stirred at room temperature for 65 hours. The solution is poured into ice water, causing the precipitation of a red solid. The solid is collected by filtration, redissolved in 175 mL glacial acetic acid and reprecipitated with the addition of ice. The resulting yellow so... Reactants: C1(CCC1)CN(C=1C(=NN2C1SC=C2C2=C(C=C(C=C2OC)COCC)OC)OC)C2CCOCC2 (N-(cyclobutylmethyl)-3-[4-(ethoxymethyl)-2,6-dimethoxyphenyl]-6-methoxy-N-(tetrahydro-2H-pyran-4-yl)pyrazolo[5,1-b][1,3]thiazole-7-amine), CS(=O)(=O)O (methanesulfonic acid). Run in C(C)(=O)OCC (ethyl acetate). Reaction conditions: time 1 hour. Yields the product CS(=O)(=O)O.C1(CCC1)CN(C=1C(=NN2C1SC=C2C2=C(C=C(C=C2OC)COCC)OC)OC)C2CCOCC2 (N-(Cyclobutylmethyl)-3-[4-(ethoxymethyl)-2,6-dimethoxyphenyl]-6-methoxy-N-(tetrahydro-2H-pyran-4-yl)pyrazolo[5,1-b][1,3]thiazole-7-amine methanesulfonate). RXN SMILES: [CH:1]1([CH2:5][N:6]([CH:31]2[CH2:36][CH2:35][O:34][CH2:33][CH2:32]2)[C:7]2[C:8]([O:29][CH3:30])=[N:9][N:10]3[C:14]([C:15]4[C:20]([O:21][CH3:22])=[CH:19][C:18]([CH2:23][O:24][CH2:25][CH3:26])=[CH:17][C:16]=4[O:27][CH3:28])=[CH:13][S:12][C:11]=23)[CH2:4][CH2:3][CH2:2]1.[CH3:37][S:38]([OH:41])(=[O:40])=[O:39]>C(OCC)(=O)C>[CH3:37][S:38]([OH:41])(=[O:40])=[O:39].[CH:1]1([CH2:5][N:6]([CH:31]2[CH2:32][CH2:33][O:34][CH2:35][CH2:36]2)[C:7]2[C:8]([O:29][CH3:30])=[N:9][N:10]3[C:14]([C:15]4[C:20]([O:21][CH3:22])=[CH:19][C:18]([CH2:23][O:24][CH2:25][CH3:26])=[CH:17][C:16]=4[O:27][CH3:28])=[CH:13][S:12][C:11]=23)[CH2:4][CH2:3][CH2:2]1 |f:3.4|. Procedure details: To a mixture of N-(cyclobutylmethyl)-3-[4-(ethoxymethyl)-2,6-dimethoxyphenyl]-6-methoxy-N-(tetrahydro-2H-pyran-4-yl)pyrazolo[5,1-b][1,3]thiazole-7-amine (13.4 mg) and ethyl acetate (0.5 mL) was added methanesulfonic acid (1.69 μL). The mixture was stirred at room temperature for 1 hour and the solvent was removed by blowing nitrogen stream and dried to obtain the title compound (15.9 mg).